This data is from the Open Reaction Database (ORD), a public repository of structured organic reaction records. The task is: describe an organic reaction: reactants, conditions, products, and yield Starting materials: COc1ccc(CN)c2ccccc12, CCO, O=c1[nH]ncc(Cl)c1Cl. The product is COc1ccc(CNc2cn[nH]c(=O)c2Cl)c2ccccc12. Reaction SMILES: [CH3:10][O:11][c:12]1[cH:13][cH:14][c:15]([CH2:22][NH2:23])[c:16]2[cH:17][cH:18][cH:19][cH:20][c:21]12.[CH3:24][CH2:25][OH:26].[Cl:1][c:2]1[c:3](=[O:9])[nH:4][n:5][cH:6][c:7]1[Cl:8]>>[Cl:1][c:2]1[c:3](=[O:9])[nH:4][n:5][cH:6][c:7]1[NH:23][CH2:22][c:15]1[cH:14][cH:13][c:12]([O:11][CH3:10])[c:21]2[c:16]1[cH:17][cH:18][cH:19][cH:20]2. Reactants: C[SiH](C)OCC(C1C(=O)NC1CC(=O)O)C(C)(C)C, O=C([O-])[O-], CI, CCOC(C)=O, CN(C)C=O, [K+], [K+], O. The product is COC(=O)CC1NC(=O)C1C(CO[SiH](C)C)C(C)(C)C. RXN SMILES: [C:1]([CH3:2])([CH3:3])([CH3:4])[CH:5]([CH2:6][O:7][SiH:8]([CH3:9])[CH3:10])[CH:11]1[C:12](=[O:19])[NH:13][CH:14]1[CH2:15][C:16](=[O:17])[OH:18].[C:20](=[O:21])([O-:22])[O-:23].[CH3:26][I:27].[CH3:28][CH2:29][O:30][C:31](=[O:32])[CH3:33].[CH3:34][N:35]([CH3:36])[CH:37]=[O:38].[K+:24].[K+:25].[OH2:39]>>[C:1]([CH3:2])([CH3:3])([CH3:4])[CH:5]([CH2:6][O:7][SiH:8]([CH3:9])[CH3:10])[CH:11]1[C:12](=[O:19])[NH:13][CH:14]1[CH2:15][C:16](=[O:17])[O:18][CH3:20]. Starting materials: BrCCCCCCOCCCCC#CC1=NC2=CC=CC=C2C=C1 (2-[6-[(6-bromohexyl)oxy]-1-hexynyl]quinoline). Reagents/catalysts: [Pd] (palladium on carbon). The solvent is C(C)O (ethanol). Product: BrCCCCCCOCCCCCCC1=NC2=CC=CC=C2C=C1 (2-[6-[(6-Bromohexyl)oxy]hexyl]quinoline). Isolated yield 73.5%. Reaction SMILES: [Br:1][CH2:2][CH2:3][CH2:4][CH2:5][CH2:6][CH2:7][O:8][CH2:9][CH2:10][CH2:11][CH2:12][C:13]#[C:14][C:15]1[CH:24]=[CH:23][C:22]2[C:17](=[CH:18][CH:19]=[CH:20][CH:21]=2)[N:16]=1>C(O)C.[Pd]>[Br:1][CH2:2][CH2:3][CH2:4][CH2:5][CH2:6][CH2:7][O:8][CH2:9][CH2:10][CH2:11][CH2:12][CH2:13][CH2:14][C:15]1[CH:24]=[CH:23][C:22]2[C:17](=[CH:18][CH:19]=[CH:20][CH:21]=2)[N:16]=1. Procedure details: A solution of 2-[6-[(6-bromohexyl)oxy]-1-hexynyl]quinoline (2.29 g) in ethanol (120 ml) was hydrogenated at room temperature and pressure over pre-reduced 10% palladium on carbon (1 g) for 20 min. The catalyst was removed by filtration through hyflo and the filtrate evaporated in vacuo to a brown oil. Purification by FCC eluting with hexane-ether (2:1) gave the title compound as a pale brown oil (1.70 g), t.l.c. (hexane:ether 2:1) Rf 0.21. The reactants are C(C)(C)(C)C1=C(C(=CC(=C1)CC(C)C)C(C)(C)C)O (2,6-di-tertbutyl-4-isobutylphenol), C1(CCCC1)C1=C(C(=CC(=C1)C)C1CCCC1)O (2,6-dicyclopentyl-4-methylphenol). Yields the product C(C)(C)(C)C1=C(C(=CC(=C1)CCCC)C(C)(C)C)O (2,6-di-tert-butyl-4-n-butylphenol). RXN SMILES: [C:1]([C:5]1[CH:10]=[C:9]([CH2:11]C(C)C)[CH:8]=[C:7]([C:15]([CH3:18])([CH3:17])[CH3:16])[C:6]=1[OH:19])([CH3:4])([CH3:3])[CH3:2].[CH:20]1(C2C=C(C)C=C(C3CCCC3)C=2O)[CH2:24]CC[CH2:21]1>>[C:15]([C:7]1[CH:8]=[C:9]([CH2:11][CH2:21][CH2:20][CH3:24])[CH:10]=[C:5]([C:1]([CH3:2])([CH3:4])[CH3:3])[C:6]=1[OH:19])([CH3:18])([CH3:17])[CH3:16]. Procedure details: 2,6-di-tertbutyl-4-isobutylphenol; 2,6-dicyclopentyl-4-methylphenol; Reactants: CC(C)(C)OC(=O)N1CCC(N=[N+]=[N-])C(O)C1, CO. The product is CC(C)(C)OC(=O)N1CCC(N)C(O)C1. RXN SMILES: [C:1]([CH3:2])([CH3:3])([CH3:4])[O:5][C:6](=[O:7])[N:8]1[CH2:9][CH:10]([OH:17])[CH:11]([N:14]=[N+:15]=[N-:16])[CH2:12][CH2:13]1.[CH3:18][OH:19]>>[C:1]([CH3:2])([CH3:3])([CH3:4])[O:5][C:6](=[O:7])[N:8]1[CH2:9][CH:10]([OH:17])[CH:11]([NH2:14])[CH2:12][CH2:13]1. Reactants: BrCc1ccccc1, CC#N, CCNCC1COc2cccc(F)c2O1, [I-], [K+], [K+], [Na+], O=C([O-])[O-]. Product: CCN(Cc1ccccc1)CC1COc2cccc(F)c2O1. Reaction SMILES: [CH2:22]([c:23]1[cH:24][cH:25][cH:26][cH:27][cH:28]1)[Br:29].[CH3:32][C:33]#[N:34].[F:1][c:2]1[cH:3][cH:4][cH:5][c:6]2[c:7]1[O:8][CH:9]([CH2:12][NH:13][CH2:14][CH3:15])[CH2:10][O:11]2.[I-:30].[K+:16].[K+:17].[Na+:31].[O-:18][C:19]([O-:20])=[O:21]>>[F:1][c:2]1[cH:3][cH:4][cH:5][c:6]2[c:7]1[O:8][CH:9]([CH2:12][N:13]([CH2:14][CH3:15])[CH2:22][c:23]1[cH:24][cH:25][cH:26][cH:27][cH:28]1)[CH2:10][O:11]2.